This data is from the Open Reaction Database (ORD), a public repository of structured organic reaction records. The task is: describe an organic reaction: reactants, conditions, products, and yield The reactants are COC(C1=CN=C(C=C1)OCC=1C(=NOC1C)CCCC)=O (6-(3-butyl-5-methyl-isoxazol-4-ylmethoxy)-nicotinic acid methyl ester), NC1CCOCC1 (4-aminotetrahydropyran). Product: C(CCC)C1=NOC(=C1COC1=NC=C(C(=O)NC2CCOCC2)C=C1)C (6-((3-Butyl-5-methyl-isoxazol-4-yl)methoxy)-N-(tetrahydro-pyran-4-yl)-nicotinamide). The yield is 43.0%. RXN SMILES: CO[C:3](=[O:22])[C:4]1[CH:9]=[CH:8][C:7]([O:10][CH2:11][C:12]2[C:13]([CH2:18][CH2:19][CH2:20][CH3:21])=[N:14][O:15][C:16]=2[CH3:17])=[N:6][CH:5]=1.[NH2:23][CH:24]1[CH2:29][CH2:28][O:27][CH2:26][CH2:25]1>>[CH2:18]([C:13]1[C:12]([CH2:11][O:10][C:7]2[CH:8]=[CH:9][C:4]([C:3]([NH:23][CH:24]3[CH2:29][CH2:28][O:27][CH2:26][CH2:25]3)=[O:22])=[CH:5][N:6]=2)=[C:16]([CH3:17])[O:15][N:14]=1)[CH2:19][CH2:20][CH3:21]. Reported procedure: As described for example 5d, 6-(3-butyl-5-methyl-isoxazol-4-ylmethoxy)-nicotinic acid methyl ester (358 mg, 1.2 mmol) was converted, using 4-aminotetrahydropyran instead of isopropylamine, to the title compound (160 mg, 43%) which was obtained as a white solid after purification by chromatography (silica, 0 to 70% ethyl acetate in heptane). MS: m/e=374.3 [M+H]+. The reactants are IC=1C=CC=C2C(C=CNC12)=O (8-Iodo-1H-quinolin-4-one), O=P(Cl)(Cl)Cl (POCl3). The solvent is CN(C)C=O (DMF). The product is ClC1=CC=NC2=C(C=CC=C12)I (4-chloro-8-iodo-quinoline). Isolated yield 97.8%. Reaction SMILES: [I:1][C:2]1[CH:3]=[CH:4][CH:5]=[C:6]2[C:11]=1[NH:10][CH:9]=[CH:8][C:7]2=O.O=P(Cl)(Cl)[Cl:15]>CN(C=O)C>[Cl:15][C:7]1[C:6]2[C:11](=[C:2]([I:1])[CH:3]=[CH:4][CH:5]=2)[N:10]=[CH:9][CH:8]=1. Procedure details: 8-Iodo-1H-quinolin-4-one (3.36 g, 8.72 mmol) was suspended in POCl3 (8 mL, 87.2 mmol) and catalytic anhydrous DMF (6.72 μL) was added. The mixture was refluxed for 1 h. The hot crude was poured over ice and the mixture stirred until ice was completely melted. Solid was filtered off, thoroughly washed with water and kept in the vacuum oven overnight to afford 4-chloro-8-iodo-quinoline as a grayish solid (2.47 g, 98%). 1H NMR (DMSO-d6, 400 MHz) δ 7.45 (t, 1H), 7.81 (d, 1H), 8.19 (dd, 1H), 8.45 (dd... Reactants: CN1CCC(NC(=O)OC(C)(C)C)C1=O, Cl, C1COCCO1. The product is CN1CCC(N)C1=O, Cl. Reaction SMILES: [CH3:1][N:2]1[C:3](=[O:15])[CH:4]([NH:7][C:8](=[O:9])[O:10][C:11]([CH3:12])([CH3:13])[CH3:14])[CH2:5][CH2:6]1.[ClH:22].[O:16]1[CH2:17][CH2:18][O:19][CH2:20][CH2:21]1>>[CH3:1][N:2]1[C:3](=[O:15])[CH:4]([NH2:7])[CH2:5][CH2:6]1.[ClH:22]. Reactants: C(CCCCCCCCCC=CC=C)OC=1C=C(C(=O)[O-])C=C(C1OCCCCCCCCCCC=CC=C)OCCCCCCCCCCC=CC=C (3,4,5-tris((11,13-tetradecadienyl)oxy)benzoate), Cl (hydrochloric acid), [OH-].[Na+] (NaOH). The solvent is C(C)O (ethanol), O (H2O). Run at temperature 80 celsius. The product is C(CCCCCCCCCC=CC=C)OC=1C=C(C(=O)O)C=C(C1OCCCCCCCCCCC=CC=C)OCCCCCCCCCCC=CC=C (3,4,5-tris((11,13-tetradecadienyl)oxy)benzoic acid). RXN SMILES: [CH2:1]([O:15][C:16]1[CH:17]=[C:18]([CH:22]=[C:23]([O:40][CH2:41][CH2:42][CH2:43][CH2:44][CH2:45][CH2:46][CH2:47][CH2:48][CH2:49][CH2:50][CH:51]=[CH:52][CH:53]=[CH2:54])[C:24]=1[O:25][CH2:26][CH2:27][CH2:28][CH2:29][CH2:30][CH2:31][CH2:32][CH2:33][CH2:34][CH2:35][CH:36]=[CH:37][CH:38]=[CH2:39])[C:19]([O-:21])=[O:20])[CH2:2][CH2:3][CH2:4][CH2:5][CH2:6][CH2:7][CH2:8][CH2:9][CH2:10][CH:11]=[CH:12][CH:13]=[CH2:14].[OH-].[Na+].Cl>C(O)C.O>[CH2:41]([O:40][C:23]1[CH:22]=[C:18]([CH:17]=[C:16]([O:15][CH2:1][CH2:2][CH2:3][CH2:4][CH2:5][CH2:6][CH2:7][CH2:8][CH2:9][CH2:10][CH:11]=[CH:12][CH:13]=[CH2:14])[C:24]=1[O:25][CH2:26][CH2:27][CH2:28][CH2:29][CH2:30][CH2:31][CH2:32][CH2:33][CH2:34][CH2:35][CH:36]=[CH:37][CH:38]=[CH2:39])[C:19]([OH:21])=[O:20])[CH2:42][CH2:43][CH2:44][CH2:45][CH2:46][CH2:47][CH2:48][CH2:49][CH2:50][CH:51]=[CH:52][CH:53]=[CH2:54] |f:1.2|. Procedure details: In the next step as shown in FIG. 18, the yellow oil prepared above, 3,4,5-tris((11,13-tetradecadienyl)oxy)benzoate, was dissolved in a solution of ethanol (400 mL), H2O (80 mL), and NaOH (3.21 g, 80.2 mmol) in a round-bottom flask equipped with a reflux condenser and a magnetic stir bar. The mixture was then stirred and refluxed at 80° C. for 12 hours. After this period, the solution was cooled to 0° C. using an ice bath and acidified to pH 5.0 with hydrochloric acid (42 mL, 3M) to afford a pal... The reactants are CCOC(C)=O, CN(C(=O)c1ccc(Cl)c(C(F)(F)F)c1)C1CN(C(=O)C2CCNCC2)CC1c1ccc(Cl)cc1, [H-], N#CCI, [Na+], CN(C)C=O. The product is CN(C(=O)c1ccc(Cl)c(C(F)(F)F)c1)C1CN(C(=O)C2CCN(CC#N)CC2)CC1c1ccc(Cl)cc1. Reaction SMILES: [CH3:47][CH2:48][O:49][C:50](=[O:51])[CH3:52].[Cl:1][c:2]1[c:3]([C:32]([F:33])([F:34])[F:35])[cH:4][c:5]([C:6](=[O:7])[N:8]([CH3:9])[CH:10]2[CH2:11][N:12]([C:22](=[O:23])[CH:24]3[CH2:25][CH2:26][NH:27][CH2:28][CH2:29]3)[CH2:13][CH:14]2[c:15]2[cH:16][cH:17][c:18]([Cl:21])[cH:19][cH:20]2)[cH:30][cH:31]1.[H-:36].[I:38][CH2:39][C:40]#[N:41].[Na+:37].[O:42]=[CH:43][N:44]([CH3:45])[CH3:46]>>[Cl:1][c:2]1[c:3]([C:32]([F:33])([F:34])[F:35])[cH:4][c:5]([C:6](=[O:7])[N:8]([CH3:9])[CH:10]2[CH2:11][N:12]([C:22](=[O:23])[CH:24]3[CH2:25][CH2:26][N:27]([CH2:39][C:40]#[N:41])[CH2:28][CH2:29]3)[CH2:13][CH:14]2[c:15]2[cH:16][cH:17][c:18]([Cl:21])[cH:19][cH:20]2)[cH:30][cH:31]1.